Dataset: the Open Reaction Database (ORD), a public repository of structured organic reaction records. Task: describe an organic reaction: reactants, conditions, products, and yield The reactants are CC(C(CC(C(=CN(C)C)C1=CC(=CC=C1)C(F)(F)F)=O)=O)(C)C (6,6-dimethyl-1-dimethylamino-2-(3-trifluoromethylphenyl)-1-heptene-3,5-dione), COC(N(C)C)OC (N,N-dimethylformamide dimethyl acetal), CN (methylamine). Solvent: O1CCCC1 (tetrahydrofuran). The product is CN1C=C(C(C(=C1)C1=CC(=CC=C1)C(F)(F)F)=O)C(C(C)(C)C)=O (1-Methyl-3-(2,2-dimethylpropionyl)-5-(3-trifluoromethylphenyl)-4(1H)-pyridinone). Reaction SMILES: [CH3:1][C:2]([CH3:24])([CH3:23])[C:3](=[O:22])[CH2:4][C:5](=[O:21])[C:6]([C:11]1[CH:16]=[CH:15][CH:14]=[C:13]([C:17]([F:20])([F:19])[F:18])[CH:12]=1)=[CH:7][N:8]([CH3:10])[CH3:9].COC(OC)N(C)C.CN>O1CCCC1>[CH3:10][N:8]1[CH:7]=[C:6]([C:11]2[CH:16]=[CH:15][CH:14]=[C:13]([C:17]([F:18])([F:19])[F:20])[CH:12]=2)[C:5](=[O:21])[C:4]([C:3](=[O:22])[C:2]([CH3:24])([CH3:23])[CH3:1])=[CH:9]1. Reported procedure: A 3.6 g. portion of impure 6,6-dimethyl-1-dimethylamino-2-(3-trifluoromethylphenyl)-1-heptene-3,5-dione was dissolved in 17 ml. of N,N-dimethylformamide dimethyl acetal and stirred under reflux at about 100° overnight using a sub-surface nitrogen bubbler. The mixture was then evaporated under vacuum to obtain 3.5 g. of a dark oil, which was dissolved in 120 ml. of tetrahydrofuran and reacted with 15 ml. of 40% aqueous methylamine at ambient temperature for 1 hour. The mixture was then evaporated... The reactants are C(C)(C)NC(C)C (diisopropylamine), C(CCC)[Li] (n-butyl lithium), C[Si](C)(C)OC(CO[Si](C)(C)C)=O (trimethylsilyl-2-(trimethylsiloxy)acetate), C(C)[Si](CC)(CC)Cl (triethylsilylchloride). Solvent: C1CCOC1 (THF), hexanes. Reaction conditions: temperature -78 celsius, time 30 minute. The product is C(C)[Si](OC(=CO[Si](C)(C)C)O[Si](C)(C)C)(CC)CC (1-(triethylsilyloxy)-1,2-bis(trimethylsilyloxy)ethene). RXN SMILES: C(NC(C)C)(C)C.C([Li])CCC.[CH2:13]([Si:15](Cl)([CH2:18][CH3:19])[CH2:16][CH3:17])[CH3:14].[CH3:21][Si:22]([O:25][C:26](=[O:33])[CH2:27][O:28][Si:29]([CH3:32])([CH3:31])[CH3:30])([CH3:24])[CH3:23]>C1COCC1>[CH2:13]([Si:15]([CH2:18][CH3:19])([CH2:16][CH3:17])[O:33][C:26]([O:25][Si:22]([CH3:24])([CH3:23])[CH3:21])=[CH:27][O:28][Si:29]([CH3:30])([CH3:32])[CH3:31])[CH3:14]. Procedure details: To a solution of diisopropylamine (15.5 mL, 0.11 mol) in THF (100 mL) at −78° C. was added a 1.6 M hexanes solution of n-butyl lithium (70 mL, 0.11 mol) over 15 minutes. After stirring for an additional 15 minutes at this temperature, triethylsilylchloride (16.7 mL, 0.1 mol) was added over 10 minutes followed by the addition of trimethylsilyl-2-(trimethylsiloxy)acetate (24.4 mL, 0.1 mol) over 30 minutes. The reaction was stirred at −78° C. for 30 minutes and warmed to ambient temperature by remo... Reactants: CCCCCCCCC#Cc1ccc(CNc2ccc(C=CC(=O)OCC)cc2)cc1, CC(=O)Cl. Yields the product CCCCCCCCC#Cc1ccc(CN(C(C)=O)c2ccc(C=CC(=O)OCC)cc2)cc1. RXN SMILES: [C:1](#[C:2][CH2:3][CH2:4][CH2:5][CH2:6][CH2:7][CH2:8][CH2:9][CH3:10])[c:11]1[cH:12][cH:13][c:14]([CH2:15][NH:16][c:17]2[cH:18][cH:19][c:20]([CH:23]=[CH:24][C:25](=[O:26])[O:27][CH2:28][CH3:29])[cH:21][cH:22]2)[cH:30][cH:31]1.[CH3:32][C:33]([Cl:34])=[O:35]>>[C:1](#[C:2][CH2:3][CH2:4][CH2:5][CH2:6][CH2:7][CH2:8][CH2:9][CH3:10])[c:11]1[cH:12][cH:13][c:14]([CH2:15][N:16]([c:17]2[cH:18][cH:19][c:20]([CH:23]=[CH:24][C:25](=[O:26])[O:27][CH2:28][CH3:29])[cH:21][cH:22]2)[C:33]([CH3:32])=[O:35])[cH:30][cH:31]1. The reactants are O=C1N([C@@H](CC1)C(=O)O)C(=O)O ((5S)-2-oxopyrrolidine-1,5-dicarboxylic acid), 1-(1,1-dimethylethyl),5-ethyl ester, C(C)N(C(C)C)C(C)C (N-ethyldiisopropylamine), CN(C)C1=NC=CC=C1 (Dimethyaminopyridine), [Li+].[B-](CC)(CC)CC (SuperHydride), FC(C(=O)OC(C(F)(F)F)=O)(F)F (trifluoroacetic anhydride). Solvent: C1(=CC=CC=C1)C (toluene), O (water). Run at temperature -50 celsius, time 30 minute. Product: N1(C=CCC1C(=O)O)C(=O)O (4,5-dihydro-1H-pyrrole-1,5-dicarboxylic acid). The yield is 100.0%. As a reaction SMILES: O=[C:2]1[CH2:6][CH2:5][C@@H:4]([C:7]([OH:9])=[O:8])[N:3]1[C:10]([OH:12])=[O:11].[Li+].[B-](CC)(CC)CC.C(N(C(C)C)C(C)C)C.CN(C1C=CC=CN=1)C.FC(F)(F)C(OC(=O)C(F)(F)F)=O>C1(C)C=CC=CC=1.O>[N:3]1([C:10]([OH:12])=[O:11])[CH:4]([C:7]([OH:9])=[O:8])[CH2:5][CH:6]=[CH:2]1 |f:1.2,^1:13|. Reported procedure: The (5S)-2-oxopyrrolidine-1,5-dicarboxylic acid, 1-(1,1-dimethylethyl),5-ethyl ester (Formula G)(4.80 kg) was dissolved in toluene (30.97 liters; Kf max 0.01% water) and cooled to −50° C. This solution was charged with SuperHydride (LiEt3BH 1 M in THF; 19.96 liters) in a manner so that the reaction temperature did not exceed −45° C. After complete addition, the mixture was stirred at −45 to −50° C. for 30 minutes. N-ethyldiisopropylamine (DIPEA; 14.47 liters) was then added to the reaction mixtu... Reactants: N(N)C1=CC=C(C(=O)O)C=C1 (4-hydrazinobenzoic acid), C(C)O (ethanol), CCC(CC)=O (3-pentanone), S(O)(O)(=O)=O (sulfuric acid). Run at temperature 85 celsius, time 24 hour. The product is C(C)C=1NC2=CC=C(C=C2C1C)C(=O)OCC (ethyl 2-ethyl-3-methyl-1H-indole-5-carboxylate). RXN SMILES: [NH:1]([C:3]1[CH:11]=[CH:10][C:6]([C:7]([OH:9])=[O:8])=[CH:5][CH:4]=1)N.[CH3:12][CH2:13][C:14](=O)[CH2:15][CH3:16].S(=O)(=O)(O)O.[CH2:23](O)[CH3:24]>>[CH2:13]([C:14]1[NH:1][C:3]2[C:11]([C:15]=1[CH3:16])=[CH:10][C:6]([C:7]([O:9][CH2:23][CH3:24])=[O:8])=[CH:5][CH:4]=2)[CH3:12]. Reported procedure: A 5.00 g portion of 4-hydrazinobenzoic acid was suspended in 50 ml of ethanol, and 5.6 ml of 3-pentanone and 2.7 ml of sulfuric acid were added, followed by stirring at 85° C. for 24 hours. After evaporation of ethanol under a reduced pressure, water was added to the residue under ice-cooling, followed by stirring at the same temperature for 30 minutes. The resulting solid was collected by filtration and then washed with water to obtain 6.34 g of ethyl 2-ethyl-3-methyl-1H-indole-5-carboxylate as... Starting materials: COC(=O)C(COc1ccc(Br)cc1)NC(c1ccccc1)(c1ccccc1)c1ccccc1, ClCCl, O=C(O)C(F)(F)F. Product: COC(=O)C(N)COc1ccc(Br)cc1. RXN SMILES: [CH3:1][O:2][C:3]([CH:4]([CH2:5][O:6][c:7]1[cH:8][cH:9][c:10]([Br:13])[cH:11][cH:12]1)[NH:14][C:15]([c:16]1[cH:17][cH:18][cH:19][cH:20][cH:21]1)([c:22]1[cH:23][cH:24][cH:25][cH:26][cH:27]1)[c:28]1[cH:29][cH:30][cH:31][cH:32][cH:33]1)=[O:34].[Cl:35][CH2:36][Cl:37].[F:38][C:39]([F:40])([F:41])[C:42]([OH:43])=[O:44]>>[CH3:1][O:2][C:3]([CH:4]([CH2:5][O:6][c:7]1[cH:8][cH:9][c:10]([Br:13])[cH:11][cH:12]1)[NH2:14])=[O:34].